Dataset: the Open Reaction Database (ORD), a public repository of structured organic reaction records. Task: describe an organic reaction: reactants, conditions, products, and yield The reactants are FC(C(CC(C)(C)C1=CC=C(C=C1)F)=O)(F)F (1,1,1-Trifluoro-4-(4-fluorophenyl)-4-methylpentan-2-one), CC(C)([O-])C.[K+] (potassium tert-butoxide), CC=1NC2=CC=CC=C2C1 (2-methylindole), C(CCC)[Li] (n-butyl lithium). The solvent is C(C)OCC (diethyl ether), C(C)OCC (diethyl ether). Reaction conditions: time 30 minute. Product: N1C(=CC2=CC=CC=C12)CC(C(F)(F)F)(CC(C)(C)C1=CC=C(C=C1)F)O (2-(1H-indol-2-ylmethyl)-1,1,1-trifluoro-4-(4-fluorophenyl)-4-methylpentan-2-ol). The yield is 26.2%. As a reaction SMILES: [CH3:1][C:2]1[NH:3][C:4]2[C:9]([CH:10]=1)=[CH:8][CH:7]=[CH:6][CH:5]=2.C([Li])CCC.CC(C)([O-])C.[K+].[F:22][C:23]([F:38])([F:37])[C:24](=[O:36])[CH2:25][C:26]([C:29]1[CH:34]=[CH:33][C:32]([F:35])=[CH:31][CH:30]=1)([CH3:28])[CH3:27]>C(OCC)C>[NH:3]1[C:4]2[C:9](=[CH:8][CH:7]=[CH:6][CH:5]=2)[CH:10]=[C:2]1[CH2:1][C:24]([OH:36])([CH2:25][C:26]([C:29]1[CH:30]=[CH:31][C:32]([F:35])=[CH:33][CH:34]=1)([CH3:28])[CH3:27])[C:23]([F:22])([F:38])[F:37] |f:2.3|. Procedure details: To a diethyl ether solution of 53 mg of 2-methylindole was added 3 equivalents of n-butyl lithium followed by 90 mg of potassium tert-butoxide (t-BuOK) (solid) at room temperature. The mixture was allowed to stir for 30 minutes. 1,1,1-Trifluoro-4-(4-fluorophenyl)-4-methylpentan-2-one (100 mg) in diethyl ether was then added to the above mixture. The reaction was stirred at room for 1 hour. The reaction was quenched with saturated aqueous ammonium chloride, and extracted three times with EtOAc. T... The reactants are CI (Methyl iodide), COC=1C=CC=C2C(NC(NC12)=S)C (8-methoxy-4-methyl-3,4-dihydro-1H-quinazoline-2-thione). Run in CC(=O)C (acetone). Reaction conditions: time 3 hour. Yields the product I.COC=1C=CC=C2C(NC(=NC12)SC)C (8-Methoxy-4-methyl-2-methylsulfanyl-3,4-dihydro-quinazoline hydroiodide). As a reaction SMILES: [CH3:1][I:2].[CH3:3][O:4][C:5]1[CH:6]=[CH:7][CH:8]=[C:9]2[C:14]=1[NH:13][C:12](=[S:15])[NH:11][CH:10]2[CH3:16]>CC(C)=O>[IH:2].[CH3:3][O:4][C:5]1[CH:6]=[CH:7][CH:8]=[C:9]2[C:14]=1[N:13]=[C:12]([S:15][CH3:1])[NH:11][CH:10]2[CH3:16] |f:3.4|. Procedure: Methyl iodide (1.92 g, 14 mmol) was added to a solution of 8-methoxy-4-methyl-3,4-dihydro-1H-quinazoline-2-thione (940 mg, 5 mmol) in acetone (6 ml), and the mixture was stirred for 3 h at r.t. The precipitated title compound (1.2 g, 76%) was filtered off and was used without further purification in the next step. Starting materials: COC(=O)C1CCCC=2C=CC(=NC12)C1=CC=CC=C1 (Methyl-2-phenyl-5,6,7,8-tetrahydroquinoline-8-carboxylate), N (ammonia). Solvent: CO (methanol). Run at temperature 100 celsius. Product: C1(=CC=CC=C1)C1=NC=2C(CCCC2C=C1)C(=O)N (2-Phenyl-5,6,7,8-Tetrahydroquinoline-8-carboxamide). RXN SMILES: C[O:2][C:3]([CH:5]1[C:14]2[N:13]=[C:12]([C:15]3[CH:20]=[CH:19][CH:18]=[CH:17][CH:16]=3)[CH:11]=[CH:10][C:9]=2[CH2:8][CH2:7][CH2:6]1)=O.[NH3:21]>CO>[C:15]1([C:12]2[CH:11]=[CH:10][C:9]3[CH2:8][CH2:7][CH2:6][CH:5]([C:3]([NH2:21])=[O:2])[C:14]=3[N:13]=2)[CH:20]=[CH:19][CH:18]=[CH:17][CH:16]=1. Reported procedure: Methyl-2-phenyl-5,6,7,8-tetrahydroquinoline-8-carboxylate (4 g.) was dissolved in methanol previously saturated with ammonia (90 ml.) and heated in a bomb at 100° C for 4 days. Removal of the solvent in vacuo gave an oily solid which on recrystallisation from ethyl acetate gave the title compound as colourless needles (1.5 g.) mp 145° C. Found: C, 76.4; H, 6.5; N, 11.1% C16H16N2O requires: C, 76.2; H, 6.4; N, 11.1%. Reactants: polyphosphoric acid, CO (methanol), N(C1=CC=CC=C1)C1=C(C(=O)O)C=C(C(=C1)C(=O)O)NC1=CC=CC=C1 (2,5-dianilinoterephthalic acid). Reagents/catalysts: [Cl-].C(CCCCCCCCCCCCCCCCC)[N+](C)(C)CCCCCCCCCCCCCCCCCC (distearyldimethylammonium chloride). Run in O (water), O (water). Conditions: temperature 100 celsius, time 30 minute. The product is C1=CC=C2C(=C1)C(=O)C3=CC4=C(C=C3N2)C(=O)C5=CC=CC=C5N4 (quinacridone). RXN SMILES: CO.[NH:3]([C:10]1[CH:18]=[C:17]([C:19](O)=[O:20])[C:16]([NH:22][C:23]2[CH:28]=[CH:27][CH:26]=[CH:25][CH:24]=2)=[CH:15][C:11]=1[C:12](O)=[O:13])[C:4]1[CH:9]=[CH:8][CH:7]=[CH:6][CH:5]=1>[Cl-].C([N+](CCCCCCCCCCCCCCCCCC)(C)C)CCCCCCCCCCCCCCCCC.O>[CH:26]1[CH:27]=[C:28]2[C:19]([C:17]3[C:16]([NH:22][C:23]2=[CH:24][CH:25]=1)=[CH:15][C:11]1[C:12]([C:9]2[C:4]([NH:3][C:10]=1[CH:18]=3)=[CH:5][CH:6]=[CH:7][CH:8]=2)=[O:13])=[O:20] |f:2.3|. Reported procedure: 225 parts of polyphosphoric acid (P2O5 content 85.5%) are heated to 50° C. 3.75 parts of methanol are then added dropwise in the course of 10 minutes. After stirring for 30 minutes the mixture is raised to 100° C. and is stirred at this temperature for 2 hours. It is then raised to 120° C. On reaching this temperature 50 parts of 2,5-dianilinoterephthalic acid are added with stirring in the course of 1 hour. After the mixture has been stirred at 120° C. for a further hour 1 part of distearyldime... Reactants: [OH-].[Na+] (NaOH), C(=CCCCCCCCCCC)C=1C=NN(C1)C(C(=O)OCC)C1=CC=CC=C1 (ethyl (±)-4-(1-dodecenyl)-α-phenyl-1H-pyrazole-1-acetate). Solvent: C(C)O (ethanol). Run at time 1 hour. Yields the product C(=CCCCCCCCCCC)C=1C=NN(C1)C(C(=O)O)C1=CC=CC=C1 ((±)-4-(1-Dodecenyl)-α-phenyl-1H-pyrazole-1-acetic acid). Yield: 105.2%. RXN SMILES: [OH-].[Na+].[CH:3]([C:15]1[CH:16]=[N:17][N:18]([CH:20]([C:26]2[CH:31]=[CH:30][CH:29]=[CH:28][CH:27]=2)[C:21]([O:23]CC)=[O:22])[CH:19]=1)=[CH:4][CH2:5][CH2:6][CH2:7][CH2:8][CH2:9][CH2:10][CH2:11][CH2:12][CH2:13][CH3:14]>C(O)C>[CH:3]([C:15]1[CH:16]=[N:17][N:18]([CH:20]([C:26]2[CH:27]=[CH:28][CH:29]=[CH:30][CH:31]=2)[C:21]([OH:23])=[O:22])[CH:19]=1)=[CH:4][CH2:5][CH2:6][CH2:7][CH2:8][CH2:9][CH2:10][CH2:11][CH2:12][CH2:13][CH3:14] |f:0.1|. Reported procedure: Solid NaOH (6.72 g, 168 mmol) was added to a solution of ethyl (±)-4-(1-dodecenyl)-α-phenyl-1H-pyrazole-1-acetate (44.41 g, 112 mmol) in 500 mL 95% ethanol. The resulting yellow solution was stirred for 1 hour and then concentrated in vacuo. The residue was partitioned between water and ether, the aqueous layer was acidified with concentrated HCl and extracted with ethyl acetate. The ethyl acetate layer was dried over MgSO4, filtered, and concentrated to give a yellow oil (43.4 g) used without f... The reactants are C(C=C)Br (allyl bromide), 1, COC(CNC(OCC1=CC=CC=C1)=O)OC (Benzyl 2,2-dimethoxyethylcarbamate), [OH-].[Na+] (NaOH). The reagents and catalysts are [Cl-].C[N+](CCCC)(CCCC)CCCC (methyltributylammonium chloride). The solvent is C1(=CC=CC=C1)C (toluene). Reaction conditions: temperature 16 celsius, time 15 minute. The product is C(C=C)N(C(OCC1=CC=CC=C1)=O)CC(OC)OC (Benzyl allyl(2,2-dimethoxyethyl)carbamate). Reaction SMILES: [CH3:1][O:2][CH:3]([O:16][CH3:17])[CH2:4][NH:5][C:6](=[O:15])[O:7][CH2:8][C:9]1[CH:14]=[CH:13][CH:12]=[CH:11][CH:10]=1.[CH2:18](Br)[CH:19]=[CH2:20].[OH-].[Na+]>C1(C)C=CC=CC=1.[Cl-].C[N+](CCCC)(CCCC)CCCC>[CH2:20]([N:5]([CH2:4][CH:3]([O:2][CH3:1])[O:16][CH3:17])[C:6](=[O:15])[O:7][CH2:8][C:9]1[CH:14]=[CH:13][CH:12]=[CH:11][CH:10]=1)[CH:19]=[CH2:18] |f:2.3,5.6|. Reported procedure: The solution of Example 4A in toluene (343 Kg) was charged to a 200-gallon reactor followed by addition of allyl bromide (41.5 Kg) and methyltributylammonium chloride (8.3 Kg). The mixture was stirred for 15 minutes, cooled to 16° C., and treated with 50% NaOH solution (296.9 Kg) slowly over 1 hour while maintaining the internal temperature below 30° C. The mixture was stirred at room temperature until there remained no more than 1.0% 1, as determined by HPLC. The mixture was allowed to settle a... Reactants: NO (hydroxylamine), C(C=C)(=O)O (Acrylic acid). Solvent: CO (Methanol). Run at time 8 hour. Yields the product C(=O)(O)CCN(CCC(=O)O)O (N-(2-carboxyethyl)-N-hydroxy-β-Alanine). Isolated yield 85.8%. As a reaction SMILES: [NH2:1][OH:2].[C:3]([OH:7])(=[O:6])[CH:4]=[CH2:5]>CO>[C:3]([CH2:4][CH2:5][N:1]([OH:2])[CH2:5][CH2:4][C:3]([OH:7])=[O:6])([OH:7])=[O:6]. Procedure details: Methanol (200 ml) was added to a mechanically stirred aqueous solution of hydroxylamine (13.24 g of 50% solution, 0.2 moles). Acrylic acid (27.4 ml, 0.4 moles) was added dropwise to the solution at 25° C. over thirty minutes. After a few hours of reaction, a white precipitate began to form. The reaction mixture was stirred overnight at room temperature, and the resulting white solid was filtered out, washed with cold water, and dried in vacuum overnight to give 30.4 g (85%) of the desired compou...